describe an organic reaction: reactants, conditions, products, and yield From a dataset of the Open Reaction Database (ORD), a public repository of structured organic reaction records. Reactants: COC1=CC=C(C=C1)B(O)O (4-methoxyphenylboronic acid), C(C)OC(CCCOC1=CC=C(C=C1)I)=O (4-(4-iodophenoxy)butyric acid ethyl ester), C(=O)(O)[O-].[Na+] (NaHCO3). The reagents and catalysts are C=1C=CC(=CC1)[P](C=2C=CC=CC2)(C=3C=CC=CC3)[Pd]([P](C=4C=CC=CC4)(C=5C=CC=CC5)C=6C=CC=CC6)([P](C=7C=CC=CC7)(C=8C=CC=CC8)C=9C=CC=CC9)[P](C=1C=CC=CC1)(C=1C=CC=CC1)C=1C=CC=CC1 (tetrakis(triphenylphosphine)palladium(0)). The solvent is C(C)O (ethanol), COCCOC (ethylene glycol dimethyl ether). Run at time 15 minute. Yields the product C(C)OC(CCCOC1=CC=C(C=C1)C1=CC=C(C=C1)OC)=O (4-[4-(4-methoxyphenyl)phenoxy]butanoic acid ethyl ester). Yield: 57.3%. RXN SMILES: [CH2:1]([O:3][C:4](=[O:16])[CH2:5][CH2:6][CH2:7][O:8][C:9]1[CH:14]=[CH:13][C:12](I)=[CH:11][CH:10]=1)[CH3:2].[CH3:17][O:18][C:19]1[CH:24]=[CH:23][C:22](B(O)O)=[CH:21][CH:20]=1.C([O-])(O)=O.[Na+]>COCCOC.C(O)C.C1C=CC([P]([Pd]([P](C2C=CC=CC=2)(C2C=CC=CC=2)C2C=CC=CC=2)([P](C2C=CC=CC=2)(C2C=CC=CC=2)C2C=CC=CC=2)[P](C2C=CC=CC=2)(C2C=CC=CC=2)C2C=CC=CC=2)(C2C=CC=CC=2)C2C=CC=CC=2)=CC=1>[CH2:1]([O:3][C:4](=[O:16])[CH2:5][CH2:6][CH2:7][O:8][C:9]1[CH:14]=[CH:13][C:12]([C:22]2[CH:23]=[CH:24][C:19]([O:18][CH3:17])=[CH:20][CH:21]=2)=[CH:11][CH:10]=1)[CH3:2] |f:2.3,^1:45,47,66,85|. Procedure: To a solution in ethylene glycol dimethyl ether (30 mL) of 4-(4-iodophenoxy)butyric acid ethyl ester (0.50 g, 1.5 mmol), prepared as in Example 5, step 1, was added tetrakis(triphenylphosphine)palladium(0) (87 mg, 75 μM), and the mixture was stirred for 15 minutes. A solution in ethanol (9.6 mL) of 4-methoxyphenylboronic acid (0.25 g, 1.64 mmol) was then added. Saturated aqueous NaHCO3 (15 mL) was then poured in quickly and the reaction mixture was warmed to reflux and heated for one hour. The r... Reactants: mercuric chloride, S(=O)(=O)(Cl)Cl (sulfonyl chloride), CCOC(=O)C=1C=CC(=CC1)N (benzocaine), Cl (hydrochloric acid), ClC1=CC=C(C=C1)CCCCCC(=O)O (6-(p-chlorophenyl)hexanoic acid). The reagents and catalysts are [Zn] (zinc), [Pd] (palladium on carbon). Solvent: ClCCl (dichloromethane), O (water), C(C)(=O)OCC (ethyl acetate), C1=CC=CC=C1 (benzene), ClCCl (dichloromethane). Run at temperature 115 celsius, time 6 hour. Yields the product ClC1=CC=C(C=C1)CCCCCC(=O)NC1=CC=C(C(=O)OCC)C=C1 (4-[6-(p-Chlorophenyl)hexanamido]benzoic acid, ethyl ester). As a reaction SMILES: Cl.[Cl:2][C:3]1[CH:8]=[CH:7][C:6]([CH2:9][CH2:10][CH2:11][CH2:12][CH2:13][C:14]([OH:16])=O)=[CH:5][CH:4]=1.S(Cl)(Cl)(=O)=O.[CH3:22][CH2:23][O:24][C:25]([C:27]1[CH:28]=[CH:29][C:30]([NH2:33])=[CH:31][CH:32]=1)=[O:26]>[Pd].[Zn].C(OCC)(=O)C.ClCCl.C1C=CC=CC=1.O>[Cl:2][C:3]1[CH:4]=[CH:5][C:6]([CH2:9][CH2:10][CH2:11][CH2:12][CH2:13][C:14]([NH:33][C:30]2[CH:29]=[CH:28][C:27]([C:25]([O:24][CH2:23][CH3:22])=[O:26])=[CH:32][CH:31]=2)=[O:16])=[CH:7][CH:8]=1. Reported procedure: A mixture of 55 g. of mossy zinc, 5.4 g. of mercuric chloride, 90 ml. of water, and 3 ml. of concentrated hydrochloric acid is stirred for 5 minutes, and the solution is decanted. To the residue is suquentially added 35 ml. of water, 80 ml. of 37% hydrochloric acid, 45 ml. of toluene, and 30.0 g. of 5-p-chlorobenzoylvalerica cid. This mixture is refluxed at 115° C. for 28 hours, with the addition of 25 ml. of concentrated hydrochloric acid at 6 hour intervals. The solution is cooled, diluted wit... Starting materials: IC1=CC=C(C#N)C=C1 (4-iodobenzonitrile), Cl (HCl), B(F)(F)F.CCOCC (BF3.OEt2), [OH-].[Na+] (NaOH), solution, [OH-].[Na+] (NaOH), C(C)Br.[Mg] (magnesium ethyl bromide). The reagents and catalysts are CC(C)O[Ti](OC(C)C)(OC(C)C)OC(C)C (Ti(OiPr)4). Solvent: CCOCC (Et2O), CCOCC (Et2O), CCOCC (Et2O). Conditions: temperature -65 celsius, time 1 hour. Product: IC1=CC=C(C=C1)C1(CC1)N ([1-(4-Iodophenyl)cyclopropyl]amine). RXN SMILES: [I:1][C:2]1[CH:9]=[CH:8][C:5]([C:6]#[N:7])=[CH:4][CH:3]=1.[CH2:10](Br)[CH3:11].[Mg].B(F)(F)F.CCOCC.Cl.[OH-].[Na+]>CCOCC.CC(O[Ti](OC(C)C)(OC(C)C)OC(C)C)C>[I:1][C:2]1[CH:9]=[CH:8][C:5]([C:6]2([NH2:7])[CH2:11][CH2:10]2)=[CH:4][CH:3]=1 |f:1.2,3.4,6.7|. Procedure details: 7.09 ml (24.01 mmol) of Ti(OiPr)4 are added to a solution of 4-iodobenzonitrile (5.0 g, 21.83 mmol) in 140 ml of anhydrous Et2O and the reaction mixture is cooled to −65° C. To the resulting solution there are then added, dropwise, 16 ml (48.00 mmol) of a 3M solution of magnesium ethyl bromide in Et2O, and the reaction mixture is returned to ambient temperature. Stirring is continued for 1 hour at ambient temperature and 5.53 ml (43.66 mmol) of BF3.OEt2 are added. Stirring is continued for 1 hou...